describe an organic reaction: reactants, conditions, products, and yield From a dataset of the Open Reaction Database (ORD), a public repository of structured organic reaction records. The product is C(C)(C)(C)OC(=O)NC1=CC(=C(OCCCN2CCN(CC2)C2=CC=CC=C2)C=C1)OC (1-[3-(4-t-butoxycarbonylamino-2-methoxyphenoxy)-n-propyl]-4-phenyl-piperazine). Reaction SMILES: [NH2:1][C:2]1[CH:23]=[CH:22][C:5]([O:6][CH2:7][CH2:8][CH2:9][N:10]2[CH2:15][CH2:14][N:13]([C:16]3[CH:21]=[CH:20][CH:19]=[CH:18][CH:17]=3)[CH2:12][CH2:11]2)=[C:4]([O:24][CH3:25])[CH:3]=1.[C:26]([O:30][C:31](SC1N=C(C)C=C(C)N=1)=[O:32])([CH3:29])([CH3:28])[CH3:27]>O1CCCC1>[C:26]([O:30][C:31]([NH:1][C:2]1[CH:23]=[CH:22][C:5]([O:6][CH2:7][CH2:8][CH2:9][N:10]2[CH2:11][CH2:12][N:13]([C:16]3[CH:21]=[CH:20][CH:19]=[CH:18][CH:17]=3)[CH2:14][CH2:15]2)=[C:4]([O:24][CH3:25])[CH:3]=1)=[O:32])([CH3:29])([CH3:28])[CH3:27]. Starting materials: NC1=CC(=C(OCCCN2CCN(CC2)C2=CC=CC=C2)C=C1)OC (1-[3-(4-amino-2-methoxyphenoxy)-n-propyl]-4-phenyl-piperazine), C(C)(C)(C)OC(=O)SC1=NC(=CC(=N1)C)C (2-(t-butoxycarbonylthio)-4,6-dimethylpyrimidine). Isolated yield 101.3%. The solvent is O1CCCC1 (tetrahydrofuran). Procedure: A mixture of 1 g of 1-[3-(4-amino-2-methoxyphenoxy)-n-propyl]-4-phenyl-piperazine, 1.06 g of 2-(t-butoxycarbonylthio)-4,6-dimethylpyrimidine and 15 ml of anhydrous tetrahydrofuran is refluxed for 65 hours. After the reaction, the mixture is evaporated under reduced pressure to remove tetrahydrofuran. Methylene chloride is added to the residue, and the mixture is washed with an aqueous 10% sodium hydroxide solution and water, successively. Said mixture is dried and then evaporated under reduced p... The reactants are CC(=O)[O-], CC(=O)O, Cc1ccccc1, COc1ccc(F)c(C=O)c1, [NH4+], O=C1CSC(=S)N1. Yields the product COc1ccc(F)c(C=C2SC(=S)NC2=O)c1. As a reaction SMILES: [CH3:20][C:21](=[O:22])[O-:23].[CH3:24][C:25](=[O:26])[OH:27].[CH3:28][c:29]1[cH:30][cH:31][cH:32][cH:33][cH:34]1.[F:1][c:2]1[c:3]([CH:4]=[O:5])[cH:6][c:7]([O:10][CH3:11])[cH:8][cH:9]1.[NH4+:19].[S:12]1[C:13](=[S:14])[NH:15][C:16](=[O:17])[CH2:18]1>>[F:1][c:2]1[c:3]([CH:4]=[C:18]2[S:12][C:13](=[S:14])[NH:15][C:16]2=[O:17])[cH:6][c:7]([O:10][CH3:11])[cH:8][cH:9]1. Starting materials: O=C([O-])O, Cl, [Na+], N#CCc1ccc(-c2nc3ccccc3o2)c(F)c1. Product: O=C(O)Cc1ccc(-c2nc3ccccc3o2)c(F)c1. RXN SMILES: [C:21]([O-:22])([OH:23])=[O:24].[ClH:20].[Na+:25].[o:1]1[c:2](-[c:10]2[c:11]([F:19])[cH:12][c:13]([CH2:16][C:17]#[N:18])[cH:14][cH:15]2)[n:3][c:4]2[c:5]1[cH:6][cH:7][cH:8][cH:9]2>>[o:1]1[c:2](-[c:10]2[c:11]([F:19])[cH:12][c:13]([CH2:16][C:21]([OH:22])=[O:24])[cH:14][cH:15]2)[n:3][c:4]2[c:5]1[cH:6][cH:7][cH:8][cH:9]2.